describe an organic reaction: reactants, conditions, products, and yield From a dataset of the Open Reaction Database (ORD), a public repository of structured organic reaction records. The reactants are COC(=O)c1ccc(OC)cc1OS(=O)(=O)C(F)(F)F, C#CCCCCCCCC, [Cu]I, Cl[Pd]Cl, c1ccc(P(c2ccccc2)c2ccccc2)cc1, c1ccc(P(c2ccccc2)c2ccccc2)cc1. Product: CCCCCCCCC#Cc1cc(OC)ccc1C(=O)OC. Reaction SMILES: [CH3:1][O:2][c:3]1[cH:4][c:5]([O:13][S:14]([C:15]([F:16])([F:17])[F:18])(=[O:19])=[O:20])[c:6]([C:7](=[O:8])[O:9][CH3:10])[cH:11][cH:12]1.[CH:21]#[C:22][CH2:23][CH2:24][CH2:25][CH2:26][CH2:27][CH2:28][CH2:29][CH3:30].[Cu:72][I:73].[Pd:31]([Cl:32])[Cl:33].[c:34]1([P:35]([c:36]2[cH:37][cH:38][cH:39][cH:40][cH:41]2)[c:42]2[cH:43][cH:44][cH:45][cH:46][cH:47]2)[cH:48][cH:49][cH:50][cH:51][cH:52]1.[c:53]1([P:54]([c:55]2[cH:56][cH:57][cH:58][cH:59][cH:60]2)[c:61]2[cH:62][cH:63][cH:64][cH:65][cH:66]2)[cH:67][cH:68][cH:69][cH:70][cH:71]1>>[CH3:1][O:2][c:3]1[cH:4][c:5]([C:21]#[C:22][CH2:23][CH2:24][CH2:25][CH2:26][CH2:27][CH2:28][CH2:29][CH3:30])[c:6]([C:7](=[O:8])[O:9][CH3:10])[cH:11][cH:12]1. Starting materials: ClCCl, Cc1ccc2c(n1)C(=O)OC2=O, [Mg+2], Cc1ccc(Cl)c(N)c1C#N, O=S(=O)([O-])[O-]. The product is Cc1ccc2c(n1)C(=O)N(c1c(Cl)ccc(C)c1C#N)C2=O. RXN SMILES: [CH2:30]([Cl:31])[Cl:32].[CH3:12][c:13]1[cH:14][cH:15][c:16]2[c:17]([n:18]1)[C:19](=[O:20])[O:21][C:22]2=[O:23].[Mg+2:24].[NH2:1][c:2]1[c:3]([C:4]#[N:5])[c:6]([CH3:11])[cH:7][cH:8][c:9]1[Cl:10].[O-:25][S:26](=[O:27])(=[O:28])[O-:29]>>[N:1]1([c:2]2[c:3]([C:4]#[N:5])[c:6]([CH3:11])[cH:7][cH:8][c:9]2[Cl:10])[C:19](=[O:20])[c:17]2[c:16]([cH:15][cH:14][c:13]([CH3:12])[n:18]2)[C:22]1=[O:21]. Reactants: N1=CC(=CC=C1)NC(OC\C=C(\CC\C=C(\CC\C=C(\CCC=C(C)C)/C)/C)/C)=S (O-((2E,6E,10E)-3,7,11,15-tetramethylhexadeca-2,6,10,14-tetraen-1-yl) pyridin-3-ylcarbamothioate), C(\C=C(/C)\CC\C=C(/C)\CCC=C(C)C)O (2E,6E-Farnesyl alcohol), CSN=C=O (methyl thioisocyanate). Yields the product CNC(OC\C=C(\CC\C=C(\CCC=C(C)C)/C)/C)=S (O-((2E,6E)-3,7,11-trimethyldodeca-2,6,10-trien-1-yl) methylcarbamothioate). Yield: 47.0%. As a reaction SMILES: N1C=CC=[C:3]([NH:7][C:8](=[S:30])[O:9][CH2:10]/[CH:11]=[C:12](\[CH3:29])/[CH2:13][CH2:14]/[CH:15]=[C:16](\[CH3:28])/[CH2:17][CH2:18]/[CH:19]=[C:20](\[CH3:27])/[CH2:21]CC=C(C)C)C=1.C(O)/C=C(/CC/C=C(/CCC=C(C)C)\C)\C.CSN=C=O>>[CH3:3][NH:7][C:8](=[S:30])[O:9][CH2:10]/[CH:11]=[C:12](\[CH3:29])/[CH2:13][CH2:14]/[CH:15]=[C:16](\[CH3:28])/[CH2:17][CH2:18][CH:19]=[C:20]([CH3:21])[CH3:27]. Reported procedure: Similar to the preparation of 38a, the reaction of alcohol 5 with methyl thioisocyanate afforded the desired compound 43 in 47% yield (316 mg) as a viscous oil as a mixture of isomers: TLC Rf: 38 (10% EtOAc/hexanes): 1H NMR (300 MHz, CDCl3): δ 6.5 (br s, 0.3H), 6.2 (br s, 0.7H), 5.40-5.39 (m, 1H), 5.09-5.08 (m, 2H), 5.03-5.01 (d, 0.7H), 4.97-4.94 (d, 1.3H), 3.09-3.08 (d, 2H), 2.88-2.86 (d, 1H), 2.12-1.96 (m, 8H), 1.73-1.72 (m, 3H), 1.68 (m, 3H), 1.60 (m, 6H). 13CNMR (75 MHz, CDCl3): δ 143.1, 135... Starting materials: CC1=NC=CC(=C1)C1=NC=CC(=C1)CC(=O)O (2-(2′-methyl-2,4′-bipyridin-4-yl)acetic acid), N1=C(C=NC=C1)C=1C=CC(=NC1)N (5-(pyrazin-2-yl)pyridin-2-amine), C1(CCCCC1)N=C=NC1CCCCC1 (1,3-dicyclohexylcarbodiimide). The reagents and catalysts are CN(C1=CC=NC=C1)C (4-(dimethylamino)pyridine). Solvent: CN(C)C=O (DMF). Reaction conditions: time 10 hour. Product: CC1=NC=CC(=C1)C1=NC=CC(=C1)CC(=O)NC1=NC=C(C=C1)C1=NC=CN=C1 (2-(2′-methyl-2,4′-bipyridin-4-yl)-N-(5-(pyrazin-2-yl)pyridin-2-yl)acetamide). Reaction SMILES: [CH3:1][C:2]1[CH:7]=[C:6]([C:8]2[CH:13]=[C:12]([CH2:14][C:15]([OH:17])=O)[CH:11]=[CH:10][N:9]=2)[CH:5]=[CH:4][N:3]=1.[N:18]1[CH:23]=[CH:22][N:21]=[CH:20][C:19]=1[C:24]1[CH:25]=[CH:26][C:27]([NH2:30])=[N:28][CH:29]=1.C1(N=C=NC2CCCCC2)CCCCC1>CN(C)C1C=CN=CC=1.CN(C=O)C>[CH3:1][C:2]1[CH:7]=[C:6]([C:8]2[CH:13]=[C:12]([CH2:14][C:15]([NH:30][C:27]3[CH:26]=[CH:25][C:24]([C:19]4[CH:20]=[N:21][CH:22]=[CH:23][N:18]=4)=[CH:29][N:28]=3)=[O:17])[CH:11]=[CH:10][N:9]=2)[CH:5]=[CH:4][N:3]=1. Procedure: A mixture of 2-(2′-methyl-2,4′-bipyridin-4-yl)acetic acid 238-3 (46 mg, 0.2 mmol), 5-(pyrazin-2-yl)pyridin-2-amine 86-3 (34 mg, 0.2 mmol),1,3-dicyclohexylcarbodiimide (50 mg, 0.24 mmol) and 4-(dimethylamino)pyridine (4 mg, 0.04 mmol) in DMF (0.9 mL) was stirred at room temperature for 10 hours. The crude product was filtered to remove the insoluble and the filtrate was submitted directly for reverse phase HPLC purification to give 2-(2′-methyl-2,4′-bipyridin-4-yl)-N-(5-(pyrazin-2-yl)pyridin-2-yl...